From a dataset of the Open Reaction Database (ORD), a public repository of structured organic reaction records. describe an organic reaction: reactants, conditions, products, and yield The reactants are C(=O)O (formic acid), CC(C=O)=C (2-methyl-2-propenal), NC(=CC(=O)OCC)C(=O)OCC (ethyl β-amino-β-ethoxycarbonylacrylate). Solvent: C(C)(C)O (Isopropyl alcohol). Conditions: temperature 70 celsius. Yields the product CC=1C=C(C(=NC1)C(=O)OCC)C(=O)OCC (5-methyl-2,3-diethoxycarbonylpyridine). The yield is 50.0%. RXN SMILES: C(O)=O.[CH3:4][C:5](=[CH2:8])[CH:6]=O.[NH2:9][C:10]([C:17]([O:19][CH2:20][CH3:21])=[O:18])=[CH:11][C:12]([O:14][CH2:15][CH3:16])=[O:13]>C(O)(C)C>[CH3:8][C:5]1[CH:4]=[C:11]([C:12]([O:14][CH2:15][CH3:16])=[O:13])[C:10]([C:17]([O:19][CH2:20][CH3:21])=[O:18])=[N:9][CH:6]=1. Reported procedure: Isopropyl alcohol 675 ml and 90% formic acid 61.5 g (1.20 mol) were placed in 1 liter four-neck flask equipped with a reflux condenser. After heating the content to 70° C., 2-methyl-2-propenal 84.3 g (1.20 mol) and ethyl β-amino-β-ethoxycarbonylacrylate 150 g (0.801 mol) were simultaneously added dropwise thereto over a period of 1 hour with air-bubbling and refluxed for 10 hours. After removing isopropyl alcohol, 400 ml of water was added thereto and neutralized with sodium bicarbonate. After s... The reactants are C(C1=CC=CC=C1)OC=1C=C(OC2CCC3=C(NC2=O)C=CC=C3)C=CC1N1S(NC(C1)=O)(=O)=O (3-[3-benzyloxy-4-(1,1,4-trioxo-1,2,5-thiadiazolidin-2-yl)-phenoxy]-1,3,4,5-tetrahydro-benzo[b]azepin-2-one). Reagents/catalysts: [Pd] (Pd/C). Run in CCO.CC(=O)O (EtOH HOAc). The product is OC=1C=C(OC2CCC3=C(NC2=O)C=CC=C3)C=CC1N1S(NC(C1)=O)(=O)=O (3-[3-Hydroxy-4-(1,1,4-trioxo-1,2,5-thiadiazolidin-2-yl)-phenoxy]-1,3,4,5-tetrahydro-benzo[b]azepin-2-one). RXN SMILES: C([O:8][C:9]1[CH:10]=[C:11]([CH:25]=[CH:26][C:27]=1[N:28]1[CH2:32][C:31](=[O:33])[NH:30][S:29]1(=[O:35])=[O:34])[O:12][CH:13]1[C:19](=[O:20])[NH:18][C:17]2[CH:21]=[CH:22][CH:23]=[CH:24][C:16]=2[CH2:15][CH2:14]1)C1C=CC=CC=1>CCO.CC(O)=O.[Pd]>[OH:8][C:9]1[CH:10]=[C:11]([CH:25]=[CH:26][C:27]=1[N:28]1[CH2:32][C:31](=[O:33])[NH:30][S:29]1(=[O:34])=[O:35])[O:12][CH:13]1[C:19](=[O:20])[NH:18][C:17]2[CH:21]=[CH:22][CH:23]=[CH:24][C:16]=2[CH2:15][CH2:14]1 |f:1.2|. Procedure details: A solution of 3-[3-benzyloxy-4-(1,1,4-trioxo-1,2,5-thiadiazolidin-2-yl)-phenoxy]-1,3,4,5-tetrahydro-benzo[b]azepin-2-one (244 mg) in 30 mL of EtOH/HOAc (2:1) is hydrogenated at 1 atm over Pd/C (100 mg) for 4 h. The catalyst is filtered and the filtrate evaporated. The residual solid is triturated with ether to give the title compound: (M−1)−=402.